From a dataset of the Open Reaction Database (ORD), a public repository of structured organic reaction records. describe an organic reaction: reactants, conditions, products, and yield The reactants are C(C1=CC=CC=C1)=O (benzaldehyde), bis(cyclohexylisocyanide)-gold tetrafluoroborate, C(C)N (ethylamine), [N+](#[C-])CC(=O)OC (methyl isocyano-acetate), CCCCCC.C(C)(=O)OCC (hexane ethyl acetate). Solvent: ClCCl (dichloromethane), N#N (N2). Yields the product COC(=O)[C@@H]1N=CO[C@H]1C1=CC=CC=C1 (trans-4-methoxycarbonyl-5- phenyl-2-oxazoline). Isolated yield 0.1%. Reaction SMILES: C(N)C.[N+:4]([CH2:6][C:7]([O:9][CH3:10])=[O:8])#[C-:5].[CH:11](=[O:18])[C:12]1[CH:17]=[CH:16][CH:15]=[CH:14][CH:13]=1.CCCCCC.C(OCC)(=O)C>ClCCl.N#N>[CH3:10][O:9][C:7]([C@H:6]1[C@H:11]([C:12]2[CH:17]=[CH:16][CH:15]=[CH:14][CH:13]=2)[O:18][CH:5]=[N:4]1)=[O:8] |f:3.4|. Procedure details: 27.5 mg (0.055 mmol) of bis(cyclohexylisocyanide)-gold tetrafluoroborate, 39.7 mg (0.056 mmol) of (R)-N-methyl-N-[2-(diethylamino)-ethyl]-1-[(S)-1',2bis(-ethylamine and 0.549 g (5.54 mmol) of methyl isocyano-acetate were dissolved in 5.5 ml of dry dichloromethane, and 0.642 g (6.05 mmol) of benzaldehyde was added thereto. The reaction mixture was reacted for 20 hours at 25° C in N2 atmosphere. After the solvent was concentrated, the residue formed was subjected to silica-gel column chromatograph... Reactants: CCO (EtOH), NN1C=C(C(=C1C#N)C1=CC(=C(C=C1)[N+](=O)[O-])F)C(=O)OCC (ethyl 1-amino-5-cyano-4-(3-fluoro-4-nitrophenyl)-1H-pyrrole-3-carboxylate), C(C)(=O)O.C(=N)N (formamidine acetate), O (water). Run in CCOCC (Et2O). Reaction conditions: temperature 80 celsius. Product: NC1=NC=NN2C1=C(C(=C2)C(=O)OCC)C2=CC(=C(C=C2)[N+](=O)[O-])F (ethyl 4-amino-5-(3-fluoro-4-nitrophenyl)pyrrolo[2,1-f][1,2,4]triazine-6-carboxylate). Yield: 66.7%. As a reaction SMILES: CCO.[NH2:4][N:5]1[C:9]([C:10]#[N:11])=[C:8]([C:12]2[CH:17]=[CH:16][C:15]([N+:18]([O-:20])=[O:19])=[C:14]([F:21])[CH:13]=2)[C:7]([C:22]([O:24][CH2:25][CH3:26])=[O:23])=[CH:6]1.C(O)(=O)C.[CH:31](N)=[NH:32].O>CCOCC>[NH2:11][C:10]1[C:9]2=[C:8]([C:12]3[CH:17]=[CH:16][C:15]([N+:18]([O-:20])=[O:19])=[C:14]([F:21])[CH:13]=3)[C:7]([C:22]([O:24][CH2:25][CH3:26])=[O:23])=[CH:6][N:5]2[N:4]=[CH:31][N:32]=1 |f:2.3|. Procedure details: To a solution of EtOH (75 mL) was added ethyl 1-amino-5-cyano-4-(3-fluoro-4-nitrophenyl)-1H-pyrrole-3-carboxylate (1.68 g, 5.28 mmol) and formamidine acetate (5.49 g, 52.8 mmol). The solution was heated to 80° C. for 17 h. Upon cooling to rt the solution was treated with water and a precipitate formed which was filtered and washed with additional water. The solid was then suspended in DCM and Et2O. The solid was collected and washed with Et2O yielding 1.22 g of an orange-yellow solid (3.52 mmol,... Starting materials: C(C1=CC=CC=C1)(C1=CC=CC=C1)(C1=CC=CC=C1)Cl (Trityl chloride), TEA, diol, CCCCCC.CCOC(=O)C (Hexane EtOAc), ClC(C1=CC=CC=C1)(C2=CC=CC=C2)C3=CC=CC=C3 (TrCl), O (water), C(C1=CC=CC=C1)(C1=CC=CC=C1)(C1=CC=CC=C1)Cl (Trityl chloride). The reagents and catalysts are CN(C)C=1C=CN=CC1 (DMAP), CN(C)C=1C=CN=CC1 (DMAP). Run in C(Cl)Cl (DCM), C(Cl)Cl (DCM). Reaction conditions: time 30 minute. Product: C(C1=CC=CC=C1)(C1=CC=CC=C1)(C1=CC=CC=C1)OC/C=C/CO ((E)-4-(Trityloxy)but-2-en-1-ol). Reaction SMILES: [C:1](Cl)([C:14]1[CH:19]=[CH:18][CH:17]=[CH:16][CH:15]=1)([C:8]1[CH:13]=[CH:12][CH:11]=[CH:10][CH:9]=1)[C:2]1[CH:7]=[CH:6][CH:5]=[CH:4][CH:3]=1.CCCC[CH2:25][CH3:26].CCO[C:30]([CH3:32])=[O:31].[OH2:33]>CN(C1C=CN=CC=1)C.C(Cl)Cl>[C:1]([O:33][CH2:25]/[CH:26]=[CH:32]/[CH2:30][OH:31])([C:14]1[CH:19]=[CH:18][CH:17]=[CH:16][CH:15]=1)([C:8]1[CH:13]=[CH:12][CH:11]=[CH:10][CH:9]=1)[C:2]1[CH:7]=[CH:6][CH:5]=[CH:4][CH:3]=1 |f:1.2|. Reported procedure: A solution of Trityl chloride (500 mg; 1.81 mmol), TEA (0.277 ml; 1.99 mmol) and DMAP (8.8 mg; 0.072 mmol) In dry DCM (5 ml) was added with a syringe to a solution of the diol (10) (800 mg; 9.07 mmol) in DCM (15 ml). The mixture was stirred at room temperature for 1 hour and 30 minutes, then other TrCl, TEA and DMAP (half quantities than before) were added. The reaction was stirred at the same temperature until TLC (Hexane/EtOAc 50:50) showed complete disappearance of Trityl chloride. After 1.5 ... Reactants: F[B-](F)(F)F.C[O+](C)C (trimethyloxonium fluoroborate), C(C)(=O)OC[C@]12CC[C@@H](C=C1CC[C@H]1[C@@H]3CC[C@@H]([C@@]3(C)CC[C@H]21)O)O (Androst-4-ene-3β,17β,19-triol 19-acetate), C(Cl)Cl (methylenechloride), O (water). Run at time 2 hour. The product is C(C)(=O)OC[C@]12CC[C@@H](C=C1CC[C@H]1[C@@H]3CC[C@@H]([C@@]3(C)CC[C@H]21)OC)OC (3β,17β-dimethoxy-4-androsten-19-ol acetate). Reaction SMILES: [C:1]([O:4][CH2:5][C@@:6]12[C@@H:23]3[C@H:14]([C@H:15]4[C@@:19]([CH2:21][CH2:22]3)([CH3:20])[C@@H](O)[CH2:17][CH2:16]4)[CH2:13][CH2:12][C:11]1=[CH:10][C@@H:9]([OH:25])[CH2:8][CH2:7]2)(=O)[CH3:2].F[B-](F)(F)F.C[O+:32]([CH3:34])[CH3:33].[OH2:35].[CH2:36](Cl)Cl>>[C:1]([O:4][CH2:5][C@@:6]12[C@@H:23]3[C@H:14]([C@H:15]4[C@@:19]([CH2:21][CH2:22]3)([CH3:20])[C@@H:33]([O:32][CH3:34])[CH2:17][CH2:16]4)[CH2:13][CH2:12][C:11]1=[CH:10][C@@H:9]([O:25][CH3:36])[CH2:8][CH2:7]2)(=[O:35])[CH3:2] |f:1.2|. Procedure details: Androst-4-ene-3β,17β,19-triol 19-acetate is dissolved in methylenechloride and trimethyloxonium fluoroborate added. After stirring for 2 hours at room temperature, water is added. The methylenechloride layer is separated, dried over magnesium sulfate and concentrated. The residue which remains is crystallized from acetone-hexane to yield the desired 3β,17β-dimethoxy-4-androsten-19-ol acetate. Starting materials: CC(=O)O, CCOC(C)=O, COC(=O)c1cc(F)cc([N+](=O)[O-])c1O, [H][H]. Product: COC(=O)c1cc(F)cc(N)c1O. RXN SMILES: [CH3:16][C:17](=[O:18])[OH:19].[CH3:22][CH2:23][O:24][C:25](=[O:26])[CH3:27].[F:1][c:2]1[cH:3][c:4]([N+:13]([O-:14])=[O:15])[c:5]([OH:12])[c:6]([C:7](=[O:8])[O:9][CH3:10])[cH:11]1.[H:20][H:21]>>[F:1][c:2]1[cH:3][c:4]([NH2:13])[c:5]([OH:12])[c:6]([C:7](=[O:8])[O:9][CH3:10])[cH:11]1.